From a dataset of the Open Reaction Database (ORD), a public repository of structured organic reaction records. describe an organic reaction: reactants, conditions, products, and yield Starting materials: CN(C)C1(c2ccccc2)CCC(=CC(=O)NCCCCc2c[nH]c3ccccc23)CC1, CCC(C)=O, C[Si](C)(C)Cl. As a reaction SMILES: [CH3:1][N:2]([C:3]1([c:26]2[cH:27][cH:28][cH:29][cH:30][cH:31]2)[CH2:4][CH2:5][C:6](=[CH:9][C:10](=[O:11])[NH:12][CH2:13][CH2:14][CH2:15][CH2:16][c:17]2[cH:18][nH:19][c:20]3[cH:21][cH:22][cH:23][cH:24][c:25]23)[CH2:7][CH2:8]1)[CH3:32].[CH3:38][C:39]([CH2:40][CH3:41])=[O:42].[Cl:33][Si:34]([CH3:35])([CH3:36])[CH3:37]>>[CH3:1][N:2]([C:3]1([c:26]2[cH:27][cH:28][cH:29][cH:30][cH:31]2)[CH2:4][CH2:5][C:6](=[CH:9][C:10](=[O:11])[NH:12][CH2:13][CH2:14][CH2:15][CH2:16][c:17]2[cH:18][nH:19][c:20]3[cH:21][cH:22][cH:23][cH:24][c:25]23)[CH2:7][CH2:8]1)[CH3:32].[ClH:33]. The product is CN(C)C1(c2ccccc2)CCC(=CC(=O)NCCCCc2c[nH]c3ccccc23)CC1, Cl. Starting materials: CC(=O)O, CON=CCCc1c(Cl)cc(Cl)cc1Cl. Yields the product CONCCCc1c(Cl)cc(Cl)cc1Cl. As a reaction SMILES: [CH3:16][C:17](=[O:18])[OH:19].[CH3:1][O:2][N:3]=[CH:4][CH2:5][CH2:6][c:7]1[c:8]([Cl:15])[cH:9][c:10]([Cl:14])[cH:11][c:12]1[Cl:13]>>[CH3:1][O:2][NH:3][CH2:4][CH2:5][CH2:6][c:7]1[c:8]([Cl:15])[cH:9][c:10]([Cl:14])[cH:11][c:12]1[Cl:13]. The reactants are [H-].[Al+3].[Li+].[H-].[H-].[H-] (lithium aluminum hydride), [Cl-].[Al+3].[Cl-].[Cl-] (aluminum chloride), ClC=1C=C(C=CC1Cl)C(CC#N)(COC1=CC=C(C=C1)OC)O ((3RS)-3-(3,4-dichlorophenyl)-3-hydroxy-4-(4-methoxyphenoxy)butanenitrile). Run in C(C)OCC (diethyl ether), C1CCOC1 (THF). Run at temperature 0 celsius, time 30 minute. Product: NCCC(COC1=CC=C(C=C1)OC)(O)C1=CC(=C(C=C1)Cl)Cl ((2RS)-4-amino-2-(3,4-dichlorophenyl)-1-(4-methoxyphenoxy)butan-2-ol). The yield is 91.3%. RXN SMILES: [H-].[Al+3].[Li+].[H-].[H-].[H-].[Cl-].[Al+3].[Cl-].[Cl-].[Cl:11][C:12]1[CH:13]=[C:14]([C:19]([OH:33])([CH2:23][O:24][C:25]2[CH:30]=[CH:29][C:28]([O:31][CH3:32])=[CH:27][CH:26]=2)[CH2:20][C:21]#[N:22])[CH:15]=[CH:16][C:17]=1[Cl:18]>C(OCC)C.C1COCC1>[NH2:22][CH2:21][CH2:20][C:19]([C:14]1[CH:15]=[CH:16][C:17]([Cl:18])=[C:12]([Cl:11])[CH:13]=1)([OH:33])[CH2:23][O:24][C:25]1[CH:30]=[CH:29][C:28]([O:31][CH3:32])=[CH:27][CH:26]=1 |f:0.1.2.3.4.5,6.7.8.9|. Procedure details: To a solution of lithium aluminum hydride (2.53 g) in diethyl ether (50 mL) was added aluminum chloride (2.96 g), and the mixture was stirred at 0° C. for 30 min. To the reaction mixture was added dropwise a solution of (3RS)-3-(3,4-dichlorophenyl)-3-hydroxy-4-(4-methoxyphenoxy)butanenitrile (11.7 g) in THF (50 mL), and the mixture was stirred at 0° C. for 15 min, and then stirred while warming to room temperature for 2 hr. To the reaction mixture was added ice, and the precipitate was filtered ... Starting materials: C[SiH](C)OC(c1cccc(N)c1)C(C)(C)C, CO, Cc1cc(C)c(N=C=S)c(C)c1. Product: Cc1cc(C)c(NC(=S)Nc2cccc(C(O[SiH](C)C)C(C)(C)C)c2)c(C)c1. Reaction SMILES: [C:1]([CH3:2])([CH3:3])([CH3:4])[CH:5]([c:6]1[cH:7][c:8]([NH2:9])[cH:10][cH:11][cH:12]1)[O:13][SiH:14]([CH3:15])[CH3:16].[CH3:29][OH:30].[c:17]1([CH3:28])[c:18]([N:25]=[C:26]=[S:27])[c:19]([CH3:24])[cH:20][c:21]([CH3:23])[cH:22]1>>[C:1]([CH3:2])([CH3:3])([CH3:4])[CH:5]([c:6]1[cH:7][c:8]([NH:9][C:26]([NH:25][c:18]2[c:17]([CH3:28])[cH:22][c:21]([CH3:23])[cH:20][c:19]2[CH3:24])=[S:27])[cH:10][cH:11][cH:12]1)[O:13][SiH:14]([CH3:15])[CH3:16]. The reactants are N([C@@H](CC1=CC=C(C=C1)OP(=O)(OCC)OCC)C(=O)OCC1=CC=CC=C1)C(=O)OC(C)(C)C (BocTyr(PO3Et2)OBzl), C(=O)[O-].[NH4+] (ammonium formate). Reagents/catalysts: [Pd] (Pd on charcoal). Solvent: CO.C(C)(=O)O (methanol acetic acid). The product is N([C@@H](CC1=CC=C(C=C1)OP(=O)(OCC)OCC)C(=O)O)C(=O)OC(C)(C)C (BocTyr(PO3Et2)OH), oil. Isolated yield 70.0%. RXN SMILES: [NH:1]([C:29]([O:31][C:32]([CH3:35])([CH3:34])[CH3:33])=[O:30])[C@H:2]([C:19]([O:21]CC1C=CC=CC=1)=[O:20])[CH2:3][C:4]1[CH:9]=[CH:8][C:7]([O:10][P:11]([O:16][CH2:17][CH3:18])([O:13][CH2:14][CH3:15])=[O:12])=[CH:6][CH:5]=1.C([O-])=O.[NH4+]>CO.C(O)(=O)C.[Pd]>[NH:1]([C:29]([O:31][C:32]([CH3:34])([CH3:33])[CH3:35])=[O:30])[C@H:2]([C:19]([OH:21])=[O:20])[CH2:3][C:4]1[CH:5]=[CH:6][C:7]([O:10][P:11]([O:16][CH2:17][CH3:18])([O:13][CH2:14][CH3:15])=[O:12])=[CH:8][CH:9]=1 |f:1.2,3.4|. Procedure: The title compound was prepared by reaction of crude BocTyr(PO3Et2)OBzl (1 mmol) and ammonium formate (4 mmol) with 10% Pd on charcoal for 20 min. at 50° C. in methanol/acetic acid mixture. After the filtration of the catalyst the solvent was concentrated in vacuo and the residue was dissolved in EtOAc and washed several times with a solution of satured NaCl. The organic phase was dried (Na2SO4) and concentrated, giving an oil 270 mg (70% yield), that was used without purification for the next s... Yields the product CC(C)n1ncnc1-c1nc2c(s1)CCOc1cc(-c3cnn(CS(C)(=O)=O)c3)ccc1-2. Reactants: CC(C)n1ncnc1-c1nc2c(s1)CCOc1cc(Br)ccc1-2, CC1(C)OB(c2cnn(CS(C)(=O)=O)c2)OC1(C)C, CS(C)=O. As a reaction SMILES: [Br:1][c:2]1[cH:3][c:4]2[c:5]([cH:22][cH:23]1)-[c:6]1[n:7][c:8](-[c:14]3[n:15]([CH:19]([CH3:20])[CH3:21])[n:16][cH:17][n:18]3)[s:9][c:10]1[CH2:11][CH2:12][O:13]2.[CH3:24][S:25](=[O:26])(=[O:27])[CH2:28][n:29]1[n:30][cH:31][c:32]([B:34]2[O:35][C:36]([CH3:37])([CH3:38])[C:39]([CH3:40])([CH3:41])[O:42]2)[cH:33]1.[CH3:43][S:44]([CH3:45])=[O:46]>>[c:2]1(-[c:32]2[cH:31][n:30][n:29]([CH2:28][S:25]([CH3:24])(=[O:26])=[O:27])[cH:33]2)[cH:3][c:4]2[c:5]([cH:22][cH:23]1)-[c:6]1[n:7][c:8](-[c:14]3[n:15]([CH:19]([CH3:20])[CH3:21])[n:16][cH:17][n:18]3)[s:9][c:10]1[CH2:11][CH2:12][O:13]2. Reaction SMILES: [Br:1][c:2]1[c:3](-[c:17]2[cH:18][cH:19][cH:20][cH:21][cH:22]2)[cH:4][c:5]([CH2:7][N:8]([C:9]([O:10][C:11]([CH3:12])([CH3:13])[CH3:14])=[O:15])[CH3:16])[s:6]1.[CH2:29]([Li:30])[CH2:31][CH2:32][CH3:33].[CH3:23][CH2:24][CH2:25][CH2:26][CH2:27][CH3:28].[CH:34](=[O:35])[c:36]1[cH:37][cH:38][cH:39][cH:40][cH:41]1.[Cl-:42].[NH4+:43].[O:44]1[CH2:45][CH2:46][CH2:47][CH2:48]1>>[c:2]1([CH:34]([OH:35])[c:36]2[cH:37][cH:38][cH:39][cH:40][cH:41]2)[c:3](-[c:17]2[cH:18][cH:19][cH:20][cH:21][cH:22]2)[cH:4][c:5]([CH2:7][N:8]([C:9]([O:10][C:11]([CH3:12])([CH3:13])[CH3:14])=[O:15])[CH3:16])[s:6]1. The reactants are CN(Cc1cc(-c2ccccc2)c(Br)s1)C(=O)OC(C)(C)C, [Li]CCCC, CCCCCC, O=Cc1ccccc1, [Cl-], [NH4+], C1CCOC1. The product is CN(Cc1cc(-c2ccccc2)c(C(O)c2ccccc2)s1)C(=O)OC(C)(C)C. Reactants: COC(C(=O)N(C1CC1)C1=C(C=C(C(=C1)Cl)F)[N+](=O)[O-])=O (N-(5-chloro-4-fluoro-2-nitro-phenyl)-N-cyclopropyl-oxalamic acid methyl ester), Pd(C), C(C)(=O)OCC (ethyl acetate). Run in CO (MeOH). Reaction conditions: time 2 hour. The product is ClC=1C=C2N(C(C(N(C2=CC1F)O)=O)=O)C1CC1 (6-Chloro-4-cyclopropyl-7-fluoro-1-hydroxy-1,4-dihydro-quinoxaline-2,3-dione). As a reaction SMILES: C[O:2][C:3](=O)[C:4]([N:6]([C:10]1[CH:15]=[C:14]([Cl:16])[C:13]([F:17])=[CH:12][C:11]=1[N+:18]([O-:20])=O)[CH:7]1[CH2:9][CH2:8]1)=[O:5].C(OCC)(=O)C>CO>[Cl:16][C:14]1[CH:15]=[C:10]2[C:11](=[CH:12][C:13]=1[F:17])[N:18]([OH:20])[C:3](=[O:2])[C:4](=[O:5])[N:6]2[CH:7]1[CH2:9][CH2:8]1. Procedure: To a solution of 1.2 g (3.789 mmol) N-(5-chloro-4-fluoro-2-nitro-phenyl)-N-cyclopropyl-oxalamic acid methyl ester in 15 mL MeOH was added 120 mg Pd(C) 10% on charcoal. The reaction mixture was stirred for 2 hours under hydrogen atmosphere at 1.2 bar at room temperature. 30 mL ethyl acetate was added and the reaction mixture was filtered over Dicalite® speed plus (Acros) speed plus (Acros) and concentrated under vacuum. Light yellow solid (68%). MS (ESI): m/z=269.014 [M+H]+.